The task is: describe an organic reaction: reactants, conditions, products, and yield. This data is from the Open Reaction Database (ORD), a public repository of structured organic reaction records. Starting materials: CCOCC, CCN(C(C)C)C(C)C, ClCCl, Cl, O=S(=O)(OC(c1ccc(F)cc1)C(F)(F)F)C(F)(F)F, NC(CS(=O)(=O)N1CCOCC1)C(=O)O. Product: O=C(O)C(CS(=O)(=O)N1CCOCC1)NC(c1ccc(F)cc1)C(F)(F)F. RXN SMILES: [CH3:49][CH2:50][O:51][CH2:52][CH3:53].[CH:21]([N:22]([CH2:23][CH3:24])[CH:25]([CH3:26])[CH3:27])([CH3:28])[CH3:29].[Cl:46][CH2:47][Cl:48].[ClH:30].[F:1][C:2]([CH:3]([c:4]1[cH:5][cH:6][c:7]([F:10])[cH:8][cH:9]1)[O:11][S:12]([C:13]([F:14])([F:15])[F:16])(=[O:17])=[O:18])([F:19])[F:20].[NH2:31][CH:32]([C:33](=[O:34])[OH:35])[CH2:36][S:37](=[O:38])(=[O:39])[N:40]1[CH2:41][CH2:42][O:43][CH2:44][CH2:45]1>>[F:1][C:2]([CH:3]([c:4]1[cH:5][cH:6][c:7]([F:10])[cH:8][cH:9]1)[NH:31][CH:32]([C:33](=[O:34])[OH:35])[CH2:36][S:37](=[O:38])(=[O:39])[N:40]1[CH2:41][CH2:42][O:43][CH2:44][CH2:45]1)([F:19])[F:20]. Reactants: BrBr (Br2), [OH-].[Na+] (NaOH), COC(=O)C1CCC(CC1)C1=CC=CC=C1 (methyl-4-phenylcyclohexane carboxylate), [N+](=O)([O-])[O-].[Tl+3].[N+](=O)([O-])[O-].[N+](=O)([O-])[O-] (thallium(III) nitrate), resulting solution. Run in C(Cl)(Cl)Cl (chloroform). Product: COC(=O)C1CCC(CC1)C1=CC=C(C=C1)Br (4-(4-bromophenyl)cyclohexane carboxylic acid methyl ester). Yield: 70.8%. Reaction SMILES: [CH3:1][O:2][C:3]([CH:5]1[CH2:10][CH2:9][CH:8]([C:11]2[CH:16]=[CH:15][CH:14]=[CH:13][CH:12]=2)[CH2:7][CH2:6]1)=[O:4].[N+]([O-])([O-])=O.[Tl+3].[N+]([O-])([O-])=O.[N+]([O-])([O-])=O.[Br:30]Br.[OH-].[Na+]>C(Cl)(Cl)Cl>[CH3:1][O:2][C:3]([CH:5]1[CH2:6][CH2:7][CH:8]([C:11]2[CH:16]=[CH:15][C:14]([Br:30])=[CH:13][CH:12]=2)[CH2:9][CH2:10]1)=[O:4] |f:1.2.3.4,6.7|. Procedure details: 10 g (45.8 mmol) of methyl-4-phenylcyclohexane carboxylate and 3.46 g (7.78 mmol) of thallium(III) nitrate were dissolved in chloroform. 120 mL of the resulting solution was cooled to 0° C. 1.87 mL (36.6 mmol) of Br2 was added dropwise to the resulting solution, and reacted at room temperature for 24 hours. Then, the reacted solution was neutralized by 10% NaOH aqueous solution, extracted by chloroform, dried by anhydrous Na2SO4, and filtered. The filtrate was concentrated under reduced pressure... Starting materials: BrC=1C=CC(=C(C1)C1(NC(COCC1(F)F)=S)C)F (5-(5-bromo-2-fluorophenyl)-6,6-difluoro-5-methyl-1,4-oxazepane-3-thione), N.CO (NH3 MeOH). Conditions: time 24 hour. Product: BrC=1C=CC(=C(C1)C1(NC(COCC1(F)F)=N)C)F (5-(5-bromo-2-fluorophenyl)-6,6-difluoro-5-methyl-1,4-oxazepan-3-imine). As a reaction SMILES: [Br:1][C:2]1[CH:3]=[CH:4][C:5]([F:19])=[C:6]([C:8]2([CH3:18])[C:14]([F:16])([F:15])[CH2:13][O:12][CH2:11][C:10](=S)[NH:9]2)[CH:7]=1.[NH3:20].CO>>[Br:1][C:2]1[CH:3]=[CH:4][C:5]([F:19])=[C:6]([C:8]2([CH3:18])[C:14]([F:16])([F:15])[CH2:13][O:12][CH2:11][C:10](=[NH:20])[NH:9]2)[CH:7]=1 |f:1.2|. Procedure: A mixture of 5-(5-bromo-2-fluorophenyl)-6,6-difluoro-5-methyl-1,4-oxazepane-3-thione (1.0 g, 2.83 mmol) and 10% NH3/MeOH (25 mL) was stirred in a sealed tube at it for 24 h. Reaction mixture was concentrated and purified by column chromatography on silica gel with 5% MeOH, 2% NH3 in chloroform to furnish the title compound as a pale brown gum. Yield=1.1 g ( ). LCMS: RtH8=0.146 [M+H]+=337.0, 339.0,